From a dataset of the Open Reaction Database (ORD), a public repository of structured organic reaction records. describe an organic reaction: reactants, conditions, products, and yield Isolated yield 95.3%. The product is N1(C=NC=C1)C1=CC(=NC=N1)NC=1O[C@]2(C[N+]3(CCC2CC3)[O-])CN1 ((S)-2-(6-(1H-imidazol-1-yl)pyrimidin-4-ylamino)-4H-1′-azaspiro[oxazole-5,3′-bicyclo[2.2.2]octane]1′-oxide). As a reaction SMILES: [N:1]1([C:6]2[N:11]=[CH:10][N:9]=[C:8]([NH:12][C:13]3[O:14][C@:15]4([CH2:23][N:24]=3)[CH:20]3[CH2:21][CH2:22][N:17]([CH2:18][CH2:19]3)[CH2:16]4)[CH:7]=2)[CH:5]=[CH:4][N:3]=[CH:2]1.ClC1C=C(C=CC=1)C(OO)=[O:30]>C1COCC1>[N:1]1([C:6]2[N:11]=[CH:10][N:9]=[C:8]([NH:12][C:13]3[O:14][C@:15]4([CH2:23][N:24]=3)[CH:20]3[CH2:21][CH2:22][N+:17]([O-:30])([CH2:18][CH2:19]3)[CH2:16]4)[CH:7]=2)[CH:5]=[CH:4][N:3]=[CH:2]1. Procedure details: A solution of (R)—N-(6-(1H-imidazol-1-yl)pyrimidin-4-yl)-4H-1′-azaspiro[oxazole-5,3′-bicyclo[2.2.2]octan]-2-amine (52.9 mg, 0.163 mmol) and 3-chlorobenzoperoxoic acid (33.7 mg, 0.195 mmol) in 2 mL THF was stirred at room temperature for 24 h. The reaction was concentrated and the crude product was purified by flash chromatography on a 40 g silica gel cartridge with 20 to 40% [9:1 MeOH/NH4OH] in EtOAc, 40 min. Pure fractions were pooled, concentrated, and dried. The residue was dissolved in CDCl3... The reactants are N1(C=NC=C1)C1=CC(=NC=N1)NC=1O[C@]2(CN3CCC2CC3)CN1 ((R)—N-(6-(1H-imidazol-1-yl)pyrimidin-4-yl)-4H-1′-azaspiro[oxazole-5,3′-bicyclo[2.2.2]octan]-2-amine), ClC=1C=C(C(=O)OO)C=CC1 (3-chlorobenzoperoxoic acid). Run in C1CCOC1 (THF). Procedure: The utility of the compound of this invention: chiral-2,3-Bis(diphenylphosphinomethyl)bicyclo[2.2.1]heptane is as an intermediate in the manufacture of a chiral rhodium-diphosphine catalyst which is useful in the reduction of a tetramisole precursor to give a significant excess of the desired S-(-) isomer, levamisole. The chiral rhodium-diphosphine catalyst and the process of using the catalyst in the reduction of the tetramisole precursor is also novel. Reaction SMILES: C1(P(CC2C(CP(C3C=CC=CC=3)C3C=CC=CC=3)C3CC2CC3)C2C=CC=CC=2)C=CC=CC=1.[CH:36]1[CH:37]=[CH:38][C:39]([CH:42]2[N:49]=[C:48]3[N:44]([CH2:45][CH2:46][S:47]3)[CH2:43]2)=[CH:40][CH:41]=1>[Rh].PP>[CH:36]1[CH:41]=[CH:40][C:39]([C@@H:42]2[N:49]=[C:48]3[N:44]([CH2:45][CH2:46][S:47]3)[CH2:43]2)=[CH:38][CH:37]=1 |f:2.3|. Reactants: C1(=CC=CC=C1)P(C1=CC=CC=C1)CC1C2CCC(C1CP(C1=CC=CC=C1)C1=CC=CC=C1)C2 (2,3-Bis(diphenylphosphinomethyl)bicyclo[2.2.1]heptane), C=1C=CC(=CC1)C2CN3CCSC3=N2 (tetramisole). The product is C=1C=CC(=CC1)[C@H]2CN3CCSC3=N2 (levamisole). Reagents/catalysts: [Rh].PP (rhodium diphosphine). Starting materials: NC1=NC=C(C=C1)Cl (2-amino-5-chloropyridine), solution, C(C=C)[Mg]Cl (allylmagnesium chloride), C(C)OCC (diethyl ether), C(C)(C)(C)C1=CC(=C(C=C1)C=1OC(C2=C(N1)C=CN=C2)=O)OC2CCN(CC2)C(=O)OC(C)(C)C (2-[4-tert-butyl-2-(1-Boc-piperidin-4-yloxy)-phenyl]-4H-pyrido[4,3-d][1,3]oxazin-4-one). Solvent: C(C)(=O)OCC (ethyl acetate), C1CCOC1 (THF), C1CCOC1 (THF). The product is C(C)(C)(C)C1=CC(=C(C(=O)NC2=C(C=NC=C2)C(=O)NC2=NC=C(C=C2)Cl)C=C1)OC1CCN(CC1)C(=O)OC(C)(C)C (4-[4-tert-Butyl-2-(1-Boc-piperidin-4-yloxy)benzoyl-amino]-N-(5-chloropyridin-2-yl)pyridine-3-carboxamide). The yield is 72.4%. As a reaction SMILES: [NH2:1][C:2]1[CH:7]=[CH:6][C:5]([Cl:8])=[CH:4][N:3]=1.C([Mg]Cl)C=C.C(OCC)C.[C:19]([C:23]1[CH:28]=[CH:27][C:26]([C:29]2[O:30][C:31](=[O:39])[C:32]3[CH:38]=[N:37][CH:36]=[CH:35][C:33]=3[N:34]=2)=[C:25]([O:40][CH:41]2[CH2:46][CH2:45][N:44]([C:47]([O:49][C:50]([CH3:53])([CH3:52])[CH3:51])=[O:48])[CH2:43][CH2:42]2)[CH:24]=1)([CH3:22])([CH3:21])[CH3:20]>C1COCC1.C(OCC)(=O)C>[C:19]([C:23]1[CH:28]=[CH:27][C:26]([C:29]([NH:34][C:33]2[CH:35]=[CH:36][N:37]=[CH:38][C:32]=2[C:31]([NH:1][C:2]2[CH:7]=[CH:6][C:5]([Cl:8])=[CH:4][N:3]=2)=[O:39])=[O:30])=[C:25]([O:40][CH:41]2[CH2:42][CH2:43][N:44]([C:47]([O:49][C:50]([CH3:53])([CH3:52])[CH3:51])=[O:48])[CH2:45][CH2:46]2)[CH:24]=1)([CH3:22])([CH3:20])[CH3:21]. Procedure details: To a stirring solution of 2-amino-5-chloropyridine (0.055 g, 0.42 mmol) in THF (5 mL) at 0° C., was added a 1.0 M solution of allylmagnesium chloride in diethyl ether (0.4 mL, 0.4 mmol). To this solution was then added a solution of 2-[4-tert-butyl-2-(1-Boc-piperidin-4-yloxy)-phenyl]-4H-pyrido[4,3-d][1,3]oxazin-4-one (0.12 g, 0.25 mmol) in THF (3 mL). After several hours, the solution was diluted with ethyl acetate and washed twice with brine. The organic phase was then dried with MgSO4, filtere...